From a dataset of the Open Reaction Database (ORD), a public repository of structured organic reaction records. describe an organic reaction: reactants, conditions, products, and yield Reactants: CN(C)C=O, N#CC1(C2(Cc3ccccc3F)CO2)CC1, c1nc[nH]n1. The product is N#CC1(C(O)(Cc2ccccc2F)Cn2cncn2)CC1. As a reaction SMILES: [CH3:22][N:23]([CH3:24])[CH:25]=[O:26].[F:1][c:2]1[c:3]([CH2:4][C:5]2([C:8]3([C:11]#[N:12])[CH2:9][CH2:10]3)[O:6][CH2:7]2)[cH:13][cH:14][cH:15][cH:16]1.[nH:17]1[n:18][cH:19][n:20][cH:21]1>>[F:1][c:2]1[c:3]([CH2:4][C:5]([OH:6])([CH2:7][n:17]2[n:18][cH:19][n:20][cH:21]2)[C:8]2([C:11]#[N:12])[CH2:9][CH2:10]2)[cH:13][cH:14][cH:15][cH:16]1. The reactants are Cl.NO (hydroxylamine hydrochloride), [N+](=O)([O-])C=1C=C(C=CC1)C(C(=O)OCC)=O (ethyl 3-nitrophenyl-glyoxylate). The solvent is O (water), N1=CC=CC=C1 (pyridine). Run at time 2 hour. The product is [N+](=O)([O-])C=1C=C(C=CC1)\C(\C(=O)OCC)=N/O (ethyl (E)-3-nitro-alpha-hydroxyiminophenylacetate). Isolated yield 16.9%. RXN SMILES: Cl.[NH2:2][OH:3].[N+:4]([C:7]1[CH:8]=[C:9]([C:13](=O)[C:14]([O:16][CH2:17][CH3:18])=[O:15])[CH:10]=[CH:11][CH:12]=1)([O-:6])=[O:5]>O.N1C=CC=CC=1>[N+:4]([C:7]1[CH:8]=[C:9](/[C:13](=[N:2]\[OH:3])/[C:14]([O:16][CH2:17][CH3:18])=[O:15])[CH:10]=[CH:11][CH:12]=1)([O-:6])=[O:5] |f:0.1|. Procedure: Ethyl (Z)-3-nitro-alpha-hydroxyiminophenylacetate can be obtained in the following manner: a solution of 62 g of hydroxylamine hydrochloride in 200 cm3 of water is added to a solution of 10 g of ethyl 3-nitrophenyl-glyoxylate in 250 cm3 of pyridine and the mixture is brought for 2 hours to a temperature near to 100° C. The reaction mixture is concentrated under reduced pressure (1.2 kPa). The residue is diluted with 250 cm3 of water and extracted with 250 cm3 of ethyl acetate. The organic phase ... The reactants are COC(=O)C=1C=C(C=C2C(CC(NC12)C1=CC(=CC=C1)Br)(C)C)F (2-(3-bromo-phenyl)-6-fluoro-4,4-dimethyl-1,2,3,4-tetrahydro-quinoline-8-carboxylic acid methyl ester), Cl.Cl.C1(=CC=C(C=C1)N1CCNCC1)C (1-p-tolyl-piperazine dihydrochloride), CC1(C2=C(C(=CC=C2)P(C3=CC=CC=C3)C4=CC=CC=C4)OC5=C(C=CC=C51)P(C6=CC=CC=C6)C7=CC=CC=C7)C (xantphos), C([O-])([O-])=O.[Cs+].[Cs+] (cesium carbonate). The reagents and catalysts are C(C)(=O)[O-].[Pd+2].C(C)(=O)[O-] (palladium (II) acetate). Run in C1(=CC=CC=C1)C (toluene), C(C)(=O)OCC (ethyl acetate). Conditions: temperature 120 celsius. The product is COC(=O)C=1C=C(C=C2C(CC(NC12)C1=CC(=CC=C1)N1CCN(CC1)C1=CC=C(C=C1)C)(C)C)F (6-fluoro-4,4-dimethyl-2-[3-(4-p-tolyl-piperazin-1-yl)-phenyl]-1,2,3,4-tetrahydro-quinoline-8-carboxylic acid methyl ester). Yield: 59.3%. As a reaction SMILES: [CH3:1][O:2][C:3]([C:5]1[CH:6]=[C:7]([F:24])[CH:8]=[C:9]2[C:14]=1[NH:13][CH:12]([C:15]1[CH:20]=[CH:19][CH:18]=[C:17](Br)[CH:16]=1)[CH2:11][C:10]2([CH3:23])[CH3:22])=[O:4].Cl.Cl.[C:27]1([CH3:39])[CH:32]=[CH:31][C:30]([N:33]2[CH2:38][CH2:37][NH:36][CH2:35][CH2:34]2)=[CH:29][CH:28]=1.CC1(C)C2C(=C(P(C3C=CC=CC=3)C3C=CC=CC=3)C=CC=2)OC2C(P(C3C=CC=CC=3)C3C=CC=CC=3)=CC=CC1=2.C(=O)([O-])[O-].[Cs+].[Cs+]>C1(C)C=CC=CC=1.C([O-])(=O)C.[Pd+2].C([O-])(=O)C.C(OCC)(=O)C>[CH3:1][O:2][C:3]([C:5]1[CH:6]=[C:7]([F:24])[CH:8]=[C:9]2[C:14]=1[NH:13][CH:12]([C:15]1[CH:20]=[CH:19][CH:18]=[C:17]([N:36]3[CH2:37][CH2:38][N:33]([C:30]4[CH:31]=[CH:32][C:27]([CH3:39])=[CH:28][CH:29]=4)[CH2:34][CH2:35]3)[CH:16]=1)[CH2:11][C:10]2([CH3:23])[CH3:22])=[O:4] |f:1.2.3,5.6.7,9.10.11|. Procedure: A mixture of 2-(3-bromo-phenyl)-6-fluoro-4,4-dimethyl-1,2,3,4-tetrahydro-quinoline-8-carboxylic acid methyl ester (500 mg, 1.28 mmol), 1-p-tolyl-piperazine dihydrochloride (410 mg, 1.92 mmol), palladium (II) acetate (14.4 mg, 0.064 mmol), xantphos (44.4 mg, 0.077 mmol) and cesium carbonate (830 mg, 2.56 mmol) in toluene (10 mL) was heated for 3 h at 120° C. After colling to room temperature, the mixture was treated with ethyl acetate (50 mL) and washed with water (20 mL). The organic layer was d... Reactants: CC(C)(C)OC(=O)CBr, C[Si](C)(C)[N-][Si](C)(C)C, [Na+], CN(C)C=O, O=c1[nH]c2ccccc2n1CCc1ccncc1. As a reaction SMILES: [Br:29][CH2:30][C:31]([O:32][C:34]([CH3:35])([CH3:36])[CH3:37])=[O:33].[CH3:20][Si:21]([N-:22][Si:23]([CH3:24])([CH3:25])[CH3:26])([CH3:27])[CH3:28].[Na+:19].[O:38]=[CH:39][N:40]([CH3:41])[CH3:42].[n:1]1[cH:2][cH:3][c:4]([CH2:7][CH2:8][n:9]2[c:10](=[O:18])[nH:11][c:12]3[c:13]2[cH:14][cH:15][cH:16][cH:17]3)[cH:5][cH:6]1>>[n:1]1[cH:2][cH:3][c:4]([CH2:7][CH2:8][n:9]2[c:10](=[O:18])[n:11]([C:39]([CH2:20][C:34]([CH3:35])([CH3:36])[CH3:37])=[O:38])[c:12]3[c:13]2[cH:14][cH:15][cH:16][cH:17]3)[cH:5][cH:6]1. The product is CC(C)(C)CC(=O)n1c(=O)n(CCc2ccncc2)c2ccccc21. The reactants are COC(=O)C(C)(C)c1cn2nc(Cl)ccc2n1, [Na+], C1CCOC1, [OH-]. The product is CC(C)(C(=O)O)c1cn2nc(Cl)ccc2n1. RXN SMILES: [Cl:1][c:2]1[cH:3][cH:4][c:5]2[n:6]([n:7]1)[cH:8][c:9]([C:11]([C:12](=[O:13])[O:14][CH3:15])([CH3:16])[CH3:17])[n:10]2.[Na+:19].[O:20]1[CH2:21][CH2:22][CH2:23][CH2:24]1.[OH-:18]>>[Cl:1][c:2]1[cH:3][cH:4][c:5]2[n:6]([n:7]1)[cH:8][c:9]([C:11]([C:12](=[O:13])[OH:14])([CH3:16])[CH3:17])[n:10]2. The reactants are COC(=O)C=1NN=C(C1)OCC=1C(=NOC1C)C1=NC=C(C=C1)F (5-[3-(5-fluoro-pyridin-2-yl)-5-methyl-isoxazol-4-ylmethoxy]-2H-pyrazole-3-carboxylic acid methyl ester), C(C)(C)N (isopropylamine). The product is C(C)(C)NC(=O)C=1NN=C(C1)OCC=1C(=NOC1C)C1=NC=C(C=C1)F (5-[3-(5-Fluoro-pyridin-2-yl)-5-methyl-isoxazol-4-ylmethoxy]-2H-pyrazole-3-carboxylic acid isopropylamide). The yield is 29.0%. Reaction SMILES: CO[C:3]([C:5]1[NH:6][N:7]=[C:8]([O:10][CH2:11][C:12]2[C:13]([C:18]3[CH:23]=[CH:22][C:21]([F:24])=[CH:20][N:19]=3)=[N:14][O:15][C:16]=2[CH3:17])[CH:9]=1)=[O:4].[CH:25]([NH2:28])([CH3:27])[CH3:26]>>[CH:25]([NH:28][C:3]([C:5]1[NH:6][N:7]=[C:8]([O:10][CH2:11][C:12]2[C:13]([C:18]3[CH:23]=[CH:22][C:21]([F:24])=[CH:20][N:19]=3)=[N:14][O:15][C:16]=2[CH3:17])[CH:9]=1)=[O:4])([CH3:27])[CH3:26]. Procedure: As described for example 17e, 5-[3-(5-fluoro-pyridin-2-yl)-5-methyl-isoxazol-4-ylmethoxy]-2H-pyrazole-3-carboxylic acid methyl ester (100 mg, 0.3 mmol) was converted, using isopropylamine instead of 2,2,2-trifluoroethylamine, to the title compound (31 mg, 29%) which was obtained as a white solid. MS: m/e=360.2 [M+H]+.